Dataset: the Open Reaction Database (ORD), a public repository of structured organic reaction records. Task: describe an organic reaction: reactants, conditions, products, and yield Reactants: FC1=NC=C(C=C1C1=NC(=CC=C1)N1N=CC(=C1C(F)(F)F)C(=O)OCC)C(F)(F)F (Ethyl 1-[2′-fluoro-5′-(trifluoromethyl)-2,3′-bipyridin-6-yl]-5-(trifluoromethyl)-1H-pyrazole-4-carboxylate), CC=1C=C(C=CC1CO)C1=CC=C(C=C1)C(F)(F)F ([3-methyl-4′-(trifluoromethyl)biphenyl-4-yl]methanol). The product is CC=1C=C(C=CC1COC1=NC=C(C=C1C1=NC(=CC=C1)N1N=CC(=C1C(F)(F)F)C(=O)O)C(F)(F)F)C1=CC=C(C=C1)C(F)(F)F (1-[2′-{[3-Methyl-4′-(trifluoromethyl)biphenyl-4-yl]methoxy}-5′-(trifluoromethyl)-2,3′-bipyridin-6-yl]-5-(trifluoromethyl)-1H-pyrazole-4-carboxylic acid). As a reaction SMILES: F[C:2]1[C:7]([C:8]2[CH:13]=[CH:12][CH:11]=[C:10]([N:14]3[C:18]([C:19]([F:22])([F:21])[F:20])=[C:17]([C:23]([O:25]CC)=[O:24])[CH:16]=[N:15]3)[N:9]=2)=[CH:6][C:5]([C:28]([F:31])([F:30])[F:29])=[CH:4][N:3]=1.[CH3:32][C:33]1[CH:34]=[C:35]([C:41]2[CH:46]=[CH:45][C:44]([C:47]([F:50])([F:49])[F:48])=[CH:43][CH:42]=2)[CH:36]=[CH:37][C:38]=1[CH2:39][OH:40]>>[CH3:32][C:33]1[CH:34]=[C:35]([C:41]2[CH:46]=[CH:45][C:44]([C:47]([F:48])([F:49])[F:50])=[CH:43][CH:42]=2)[CH:36]=[CH:37][C:38]=1[CH2:39][O:40][C:2]1[C:7]([C:8]2[CH:13]=[CH:12][CH:11]=[C:10]([N:14]3[C:18]([C:19]([F:22])([F:20])[F:21])=[C:17]([C:23]([OH:25])=[O:24])[CH:16]=[N:15]3)[N:9]=2)=[CH:6][C:5]([C:28]([F:30])([F:31])[F:29])=[CH:4][N:3]=1. Procedure: The title compound was prepared according to the procedure described in Example 237 Step B, by reaction of the title compound from Example 240 Step A with [3-methyl-4′-(trifluoromethyl)biphenyl-4-yl]methanol (PCT Publication WO2005118542): LCMS m/z 666.8 [M+H]+; 1H NMR (500 MHz, acetone-d6) δ (ppm) 8.78 (d, J=2.3 Hz, 1H), 8.71 (s, 1H), 8.47 (d, J=8.0 Hz, 1H), 8.26 (m, 2H), 8.22 (m, 1H), 7.92 (d, J=8.2 Hz, 2H), 7.88 (m, 1H), 7.81 (d, J=8.5 Hz, 2H), 7.66 (s, 1H), 7.59 (dd, J=7.9, 1.7 Hz, 1H), 5.80...